From a dataset of the Open Reaction Database (ORD), a public repository of structured organic reaction records. describe an organic reaction: reactants, conditions, products, and yield Yields the product BrC=1N(C2=CC=CC=C2C1CC1=CC=C(C=C1)Cl)CCCC(=O)OCC (Ethyl 4-[2-bromo-3-(4-chlorobenzyl)-1H-1-indolyl]butanoate). Conditions: time 45 minute. As a reaction SMILES: [Br:1][C:2]1[NH:3][C:4]2[C:9]([C:10]=1[CH2:11][C:12]1[CH:17]=[CH:16][C:15]([Cl:18])=[CH:14][CH:13]=1)=[CH:8][CH:7]=[CH:6][CH:5]=2.[H-].[Na+].Br[CH2:22][CH2:23][CH2:24][C:25]([O:27][CH2:28][CH3:29])=[O:26]>CN(C=O)C.[N+](CCCC)(CCCC)(CCCC)CCCC.[I-]>[Br:1][C:2]1[N:3]([CH2:22][CH2:23][CH2:24][C:25]([O:27][CH2:28][CH3:29])=[O:26])[C:4]2[C:9]([C:10]=1[CH2:11][C:12]1[CH:17]=[CH:16][C:15]([Cl:18])=[CH:14][CH:13]=1)=[CH:8][CH:7]=[CH:6][CH:5]=2 |f:1.2,5.6|. Run in CN(C)C=O (DMF). Procedure details: To a vigorously stirred solution of 0.32 g of the product from Step 2 in 5 mL of DMF was added sequentially 0.045 g NaH (60% in mineral oil), 0.2 mL of ethyl 4-bromobutyrate and 0.02 g of n-Bu4NI. The mixture was stirred for 45 minutes at room temperature, quenched with 5 mL of saturated aqueous solution of NH4Cl and 5 mL of water, and extracted with 40 mL of 1:1 hexane/EtOAc. The extract was dried over Na2SO4 and concentrated. The residue was purified by silica gel flash chromatography eluted w... The reagents and catalysts are [N+](CCCC)(CCCC)(CCCC)CCCC.[I-] (n-Bu4NI). The reactants are BrC=1NC2=CC=CC=C2C1CC1=CC=C(C=C1)Cl (2-Bromo-3-(4-chlorobenzyl)-1H-indole), [H-].[Na+] (NaH), BrCCCC(=O)OCC (ethyl 4-bromobutyrate). Starting materials: C[Si](N[Si](C)(C)C)(C)C (hexamethyldisilazane), C1(=CC=CC=C1)OS(=O)(=S)C1=CC=CC=C1 (phenylthiobenzenesulfonate), C(C)(C)[C@@H]\1CCC(CCCC(/C=C1)=C)=O ((4S,5E)-4-isopropyl-7-methylene-5-cyclodecen-1-one), resultant solution, [Li].C[Si](C)(C)[N-][Si](C)(C)C (lithium bistrimethylsilylamide), [Cl-].[Na+] (sodium chloride). Solvent: O1CCCC1 (tetrahydrofuran), C(CCC)[Li] (n-butyl lithium), CCCCCC (n-hexane), O1CCCC1 (tetrahydrofuran), O1CCCC1 (tetrahydrofuran). Run at temperature -70 celsius. Product: C(C)(C)[C@@H]\1CCC(C(CCC(/C=C1)=C)SC1=CC=CC=C1)=O ((4S,5E)-4-isopropyl-7-methylene-10-phenylthio-5-cyclodecen-1-one). Reaction SMILES: C[Si](C)(C)N[Si](C)(C)C.[Li].C[Si]([N-][Si](C)(C)C)(C)C.[CH:20]([C@@H:23]1[CH2:24][CH2:25][C:26](=[O:34])[CH2:27][CH2:28][CH2:29][C:30](=[CH2:33])[CH:31]=[CH:32]1)([CH3:22])[CH3:21].C1(O[S:42]([C:45]2[CH:50]=[CH:49][CH:48]=[CH:47][CH:46]=2)(=S)=O)C=CC=CC=1.[Cl-].[Na+]>O1CCCC1.C([Li])CCC.CCCCCC>[CH:20]([C@@H:23]1[CH2:24][CH2:25][C:26](=[O:34])[CH:27]([S:42][C:45]2[CH:50]=[CH:49][CH:48]=[CH:47][CH:46]=2)[CH2:28][CH2:29][C:30](=[CH2:33])[CH:31]=[CH:32]1)([CH3:22])[CH3:21] |f:1.2,5.6,^1:9|. Procedure: After dissolving 2.7 ml of hexamethyldisilazane (HMD) in 50 ml of dry tetrahydrofuran under argon gas stream, 7.3 ml of a 1.72N n-butyl lithium solution in n-hexane were added dropwise to prepare a lithium-bistrimethylsilylamide solution. After cooling the solution to -70° C., a solution of 2.0 g of the product of step 1, in 5 ml of dry tetrahydrofuran, was added dropwise under stirring and the resultant solution was agitated for 1 hour. The reaction mixture was added at once under agitation to ...